The task is: describe an organic reaction: reactants, conditions, products, and yield. This data is from the Open Reaction Database (ORD), a public repository of structured organic reaction records. Reaction conditions: time 3 hour. Yields the product ClC1=CC=C(C=C1)C=1C=CC(=NC1)C#CCCC1=CC=C(CN(C2CCNCC2)C)C=C1 ((4-{4-[5-(4-chloro-phenyl)-pyridin-2-yl]-but-3-ynyl}-benzyl)-methyl-piperidin-4-yl-amine). Reactants: FC(C(=O)O)(F)F (trifluoroacetic acid), C(C)(C)(C)OC(=O)N1CCC(CC1)N(C)CC1=CC=C(C=C1)CCC#CC1=NC=C(C=C1)C1=CC=C(C=C1)Cl (tert-butyl-4-[(4-{4-[5-(4-chloro-phenyl)-pyridin-2-yl]-but-3-ynyl}-benzyl)-methyl-amino]-piperidin-1-carboxylate). As a reaction SMILES: FC(F)(F)C(O)=O.C(OC([N:15]1[CH2:20][CH2:19][CH:18]([N:21]([CH2:23][C:24]2[CH:29]=[CH:28][C:27]([CH2:30][CH2:31][C:32]#[C:33][C:34]3[CH:39]=[CH:38][C:37]([C:40]4[CH:45]=[CH:44][C:43]([Cl:46])=[CH:42][CH:41]=4)=[CH:36][N:35]=3)=[CH:26][CH:25]=2)[CH3:22])[CH2:17][CH2:16]1)=O)(C)(C)C>C(Cl)Cl>[Cl:46][C:43]1[CH:44]=[CH:45][C:40]([C:37]2[CH:38]=[CH:39][C:34]([C:33]#[C:32][CH2:31][CH2:30][C:27]3[CH:26]=[CH:25][C:24]([CH2:23][N:21]([CH3:22])[CH:18]4[CH2:19][CH2:20][NH:15][CH2:16][CH2:17]4)=[CH:29][CH:28]=3)=[N:35][CH:36]=2)=[CH:41][CH:42]=1. Run in C(Cl)Cl (DCM). Procedure details: 0.5 mL trifluoroacetic acid are added to a solution of 35 mg (0.06 mmol) tert-butyl-4-[(4-{4-[5-(4-chloro-phenyl)-pyridin-2-yl]-but-3-ynyl}-benzyl)-methyl-amino]-piperidin-1-carboxylate in 3 mL DCM and the reaction mixture is stirred for 3 h at RT. The mixture is evaporated down i.vac., the residue is combined with 10 mL NaHCO3 solution, extracted with 20 mL DCM and the organic phase is dried over Na2SO4. After the desiccant and solvent have been eliminated the desired product is obtained. The reactants are N1(C=NC=C1)C1=CC=C(C=C1)C=1OC2=C(C(C1OCC1=CC=CC=C1)=O)C=C(C=C2)NC(C)=N ((4-(imidazol-1-yl)-phenyl]-3-benzyloxy-6-[(1-iminoethyl)amino]-4H-1-benzopyran-4-one), Cl (HCl). Reagents/catalysts: [Pd] (Pd/C). Solvent: CO (methanol), CO (MeOH). Conditions: time 4 hour. The product is Cl.N1(C=NC=C1)C1=CC=C(C=C1)C=1OC2=C(C(C1O)=O)C=C(C=C2)NC(C)=N (2-[(4-imidazol-1-yl)-phenyl]-3-hydroxy-6-[(1-iminoethyl)amino]-4H-1-benzopyran-4-one hydrochloride). Isolated yield 75.0%. Reaction SMILES: [N:1]1([C:6]2[CH:11]=[CH:10][C:9]([C:12]3[O:13][C:14]4[CH:30]=[CH:29][C:28]([NH:31][C:32](=[NH:34])[CH3:33])=[CH:27][C:15]=4[C:16](=[O:26])[C:17]=3[O:18]CC3C=CC=CC=3)=[CH:8][CH:7]=2)[CH:5]=[CH:4][N:3]=[CH:2]1.[ClH:35]>CO.[Pd]>[ClH:35].[N:1]1([C:6]2[CH:11]=[CH:10][C:9]([C:12]3[O:13][C:14]4[CH:30]=[CH:29][C:28]([NH:31][C:32](=[NH:34])[CH3:33])=[CH:27][C:15]=4[C:16](=[O:26])[C:17]=3[OH:18])=[CH:8][CH:7]=2)[CH:5]=[CH:4][N:3]=[CH:2]1 |f:4.5|. Procedure details: 2-[(4-(imidazol-1-yl)-phenyl]-3-benzyloxy-6-[(1-iminoethyl)amino]-4H-1-benzopyran-4-one (1.6 g; 3.34 mmol) was suspended in methanol (100 mL), 3 mL of MeOH saturated with HCl were added to the reaction mixture then 10% Pd/C (160 mg.) was added. The reaction mixture was left under hydrogen bubbling for 4 hours, then the catalyst was filtered off. The solvent was removed and the remaining solid suspended in diethyl ether, then filtered. The titled compound was obtained as a yellow solid, yield: 75... The reactants are NC(Cc1ccc(Br)cc1)C(=O)O, CCOC(C)=O, O=C(Cl)OCc1ccccc1. Yields the product O=C(NC(Cc1ccc(Br)cc1)C(=O)O)OCc1ccccc1. RXN SMILES: [Br:12][c:13]1[cH:14][cH:15][c:16]([CH2:17][CH:18]([NH2:19])[C:20](=[O:21])[OH:22])[cH:23][cH:24]1.[CH3:25][CH2:26][O:27][C:28](=[O:29])[CH3:30].[Cl:1][C:2](=[O:3])[O:4][CH2:5][c:6]1[cH:7][cH:8][cH:9][cH:10][cH:11]1>>[C:2](=[O:3])([O:4][CH2:5][c:6]1[cH:7][cH:8][cH:9][cH:10][cH:11]1)[NH:19][CH:18]([CH2:17][c:16]1[cH:15][cH:14][c:13]([Br:12])[cH:24][cH:23]1)[C:20](=[O:21])[OH:22].